Dataset: the Open Reaction Database (ORD), a public repository of structured organic reaction records. Task: describe an organic reaction: reactants, conditions, products, and yield The reactants are [N+](=O)([O-])C1=CC=C(C=C1)OC(=O)N1C(OCC1C1=CC(=C(C=C1)F)F)=O (4-(3,4-difluorophenyl)-2-oxo-oxazolidine-3-carboxylic acid-4-nitro-phenyl ester), FC=1C=C(C=O)C=C(C1)F (3,5-diflourobenzaldehyde). Yields the product FC=1C=C(C=C(C1)F)[C@@H]1N(C(OC1)=O)C(=O)OC1=CC=C(C=C1)[N+](=O)[O-] (4-NITROPHENYL (4S)-4-(3,5-DIFLUOROPHENYL)-2-OXO-1,3-OXAZOLIDINE-3-CARBOXYLATE). Reaction SMILES: [N+:1]([C:4]1[CH:9]=[CH:8][C:7]([O:10][C:11]([N:13]2[CH:17]([C:18]3[CH:23]=[CH:22][C:21](F)=[C:20]([F:25])[CH:19]=3)[CH2:16][O:15][C:14]2=[O:26])=[O:12])=[CH:6][CH:5]=1)([O-:3])=[O:2].[F:27]C1C=C(C=C(F)C=1)C=O>>[F:27][C:22]1[CH:23]=[C:18]([C@H:17]2[CH2:16][O:15][C:14](=[O:26])[N:13]2[C:11]([O:10][C:7]2[CH:6]=[CH:5][C:4]([N+:1]([O-:3])=[O:2])=[CH:9][CH:8]=2)=[O:12])[CH:19]=[C:20]([F:25])[CH:21]=1. Procedure: Following the procedure for the synthesis of 4-(3,4-difluorophenyl)-2-oxo-oxazolidine-3-carboxylic acid-4-nitro-phenyl ester, 3,5-diflourobenzaldehyde yielded the desired product. 1H NMR (400 MHz, CDCl3) δ 8.26 (d, 2H, J=9.3 Hz), 7.33–6.81 (m, 5H), 5.41 (dd, 1H, J=4.1, 8.7 Hz), 4.81 (t, 1H, J=9.3 Hz), 4.33 (dd, 1H, J=4.1, 9.3 Hz); Anal. Calc. for C16H10F2N2O6+0.2EtOAc: C, 52.84; H, 3.06; N, 7.34. Found: C, 53.26; H, 2.83; N, 7.73.